Dataset: the Open Reaction Database (ORD), a public repository of structured organic reaction records. Task: describe an organic reaction: reactants, conditions, products, and yield Starting materials: C[Si](CCOCCl)(C)C (2-(trimethylsilyl)ethoxymethyl chloride), COC=1C=C2C(NC(NC2=CC1OC)=O)=O (6,7-dimethoxyquinazoline-2,4-dione), N1C(NC(C=C1)=O)=O (pyrimidine-2,4-dione). The product is C(C1=CC=CC=C1)OCCl (benzyloxymethyl chloride), title compound. Isolated yield 93.0%. As a reaction SMILES: CO[C:3]1[CH:4]=[C:5]2[C:10](=[CH:11][C:12]=1OC)NC(=O)N[C:6]2=[O:16].N1C=CC(=O)NC1=O.C[Si](C)(C)CCO[CH2:30][Cl:31]>>[CH2:6]([O:16][CH2:30][Cl:31])[C:5]1[CH:4]=[CH:3][CH:12]=[CH:11][CH:10]=1. Reported procedure: In a similar manner to the procedures described in Reference Example 3, reactions were carried out using 6,7-dimethoxyquinazoline-2,4-dione, instead of pyrimidine-2,4-dione, and using 2-(trimethylsilyl)ethoxymethyl chloride, instead of benzyloxymethyl chloride, to give the title compound (yield 93%) as a white powder. Starting materials: CC1=CC=C(C=C1)C1=CC(=CC(=C1)S(=O)(=O)C)C(=O)O (4′-methyl-5-(methylsulfonyl)biphenyl-3-carboxylic acid), Cl.CN(CCCN=C=NCC)C (N-(3-dimethylaminopropyl)-N′-ethylcarbodiimide hydrochloride), O.ON1N=NC2=C1C=CC=C2 (1-hydroxybenzotriazole hydrate), CC1=NC=C(C=N1)CN ((2-methylpyrimidin-5-yl)methanamine), C(C)(C)N(C(C)C)CC (N,N-diisopropylethylamine). Solvent: C(Cl)Cl (CH2Cl2). Conditions: time 8 hour. Yields the product CC1=CC=C(C=C1)C1=CC(=CC(=C1)S(=O)(=O)C)C(=O)NCC=1C=NC(=NC1)C (4′-Methyl-N-((2-methylpyrimidin-5-yl)methyl)-5-(methylsulfonyl)biphenyl-3-carboxamide). Reaction SMILES: [CH3:1][C:2]1[CH:7]=[CH:6][C:5]([C:8]2[CH:13]=[C:12]([S:14]([CH3:17])(=[O:16])=[O:15])[CH:11]=[C:10]([C:18]([OH:20])=O)[CH:9]=2)=[CH:4][CH:3]=1.Cl.CN(C)CCCN=C=NCC.O.ON1C2C=CC=CC=2N=N1.[CH3:44][C:45]1[N:50]=[CH:49][C:48]([CH2:51][NH2:52])=[CH:47][N:46]=1.C(N(CC)C(C)C)(C)C>C(Cl)Cl>[CH3:1][C:2]1[CH:3]=[CH:4][C:5]([C:8]2[CH:13]=[C:12]([S:14]([CH3:17])(=[O:15])=[O:16])[CH:11]=[C:10]([C:18]([NH:52][CH2:51][C:48]3[CH:47]=[N:46][C:45]([CH3:44])=[N:50][CH:49]=3)=[O:20])[CH:9]=2)=[CH:6][CH:7]=1 |f:1.2,3.4|. Reported procedure: To a mixture of 4′-methyl-5-(methylsulfonyl)biphenyl-3-carboxylic acid (45 mg, 0.15 mmol), N-(3-dimethylaminopropyl)-N′-ethylcarbodiimide hydrochloride (59 mg, 0.31 mmol), 1-hydroxybenzotriazole hydrate (24 mg, 0.15 mmol), and CH2Cl2 (3 mL) were added (2-methylpyrimidin-5-yl)methanamine (29 mg, 0.23 mmol) and N,N-diisopropylethylamine (54 μL, 0.31 mmol). The mixture was stirred at room temperature overnight and then concentrated. The residue was purified by preparative HPLC (100×20.2 mm, C18 col... Starting materials: CCCCn1nc(C#N)c(Br)c1C, Cc1ccccc1, Cl, Nc1ccccc1B(O)O, CC(=O)[O-], CC(=O)[O-], [Pd+2]. Product: CCCCn1nc(C#N)c(-c2ccccc2N)c1C. RXN SMILES: [Br:1][c:2]1[c:3]([C:12]#[N:13])[n:4][n:5]([CH2:8][CH2:9][CH2:10][CH3:11])[c:6]1[CH3:7].[CH3:25][c:26]1[cH:27][cH:28][cH:29][cH:30][cH:31]1.[ClH:14].[NH2:15][c:16]1[c:17]([B:22]([OH:23])[OH:24])[cH:18][cH:19][cH:20][cH:21]1.[O-:33][C:34]([CH3:35])=[O:36].[O-:37][C:38]([CH3:39])=[O:40].[Pd+2:32]>>[c:2]1(-[c:17]2[c:16]([NH2:15])[cH:21][cH:20][cH:19][cH:18]2)[c:3]([C:12]#[N:13])[n:4][n:5]([CH2:8][CH2:9][CH2:10][CH3:11])[c:6]1[CH3:7]. Reactants: BrC(C1=CC=CC=2N(C(=NC21)C2=C(C=CC=C2)[N+](=O)[O-])C)Br (4-dibromomethyl-N-methyl-2-(2-nitrophenyl)-benzimidazole), O (water). Reagents/catalysts: [Ag] (silver). The solvent is O1CCOCC1 (1,4-dioxane). The product is CN1C(=NC2=C1C=CC=C2C2=CC=CC=C2C=O)C2=C(C=CC=C2)[N+](=O)[O-] (N-methyl-2-(2-nitrophenyl)-benzimidazole-4-benzaldehyde). The yield is 93.0%. As a reaction SMILES: Br[CH:2](Br)[C:3]1[C:11]2[N:10]=[C:9]([C:12]3[CH:17]=[CH:16][CH:15]=[CH:14][C:13]=3[N+:18]([O-:20])=[O:19])[N:8]([CH3:21])[C:7]=2[CH:6]=[CH:5][CH:4]=1.[OH2:23]>O1CCOCC1.[Ag]>[CH3:21][N:8]1[C:7]2[CH:6]=[CH:5][CH:4]=[C:3]([C:2]3[C:5]([CH:6]=[O:23])=[CH:4][CH:3]=[CH:11][CH:7]=3)[C:11]=2[N:10]=[C:9]1[C:12]1[CH:17]=[CH:16][CH:15]=[CH:14][C:13]=1[N+:18]([O-:20])=[O:19]. Procedure: A solution of silver hyperchlorate (57 mg, 0.27 mmol) in water (2 mL) was added to a solution of 4-dibromomethyl-N-methyl-2-(2-nitrophenyl)-benzimidazole (39 mg, 0.9 mmol) in 1,4-dioxane (2 mL). The mixture was refluxed for 5 h to afford a grey suspension. After cooling to room temperature, the precipitate was filtered off through a pad of celite and washed with ethyl acetate. The filtrate was washed with water and brine, dried over Na2SO4. Concentration using a rotary evaporator and subsequent ... Starting materials: O=C1OC[C@H](N1)COC(C1=CC=CC=C1)=O (benzoic acid (R)-2-oxooxazolidin-4-ylmethyl ester), C([O-])([O-])=O.[K+].[K+] (potassium carbonate), CNCCNC (N,N′-dimethylethylenediamine), BrC1=CC(=C(C=C1)C(=O)N1CCN(CC1)C1=C(C=C(C=C1)C)C)S(=O)(=O)C ((4-bromo-2-methanesulfonylphenyl)[4-(2,4-dimethylphenyl)piperazin-1-yl]methanone). The reagents and catalysts are [Cu]I (copper (I) iodide). Solvent: C1(=CC=CC=C1)C (toluene), O (water). Conditions: time 3 hour. The product is CC1=C(C=CC(=C1)C)N1CCN(CC1)C(=O)C1=C(C=C(C=C1)N1C(OC[C@H]1CO)=O)S(=O)(=O)C ((R)-3-{4-[4-(2,4-dimethylphenyl)piperazine-1-carbonyl]-3-methanesulfonylphenyl}-4-hydroxymethyloxazolidin-2-one). Isolated yield 35.3%. Reaction SMILES: Br[C:2]1[CH:7]=[CH:6][C:5]([C:8]([N:10]2[CH2:15][CH2:14][N:13]([C:16]3[CH:21]=[CH:20][C:19]([CH3:22])=[CH:18][C:17]=3[CH3:23])[CH2:12][CH2:11]2)=[O:9])=[C:4]([S:24]([CH3:27])(=[O:26])=[O:25])[CH:3]=1.[O:28]=[C:29]1[NH:33][C@H:32]([CH2:34][O:35]C(=O)C2C=CC=CC=2)[CH2:31][O:30]1.C(=O)([O-])[O-].[K+].[K+].CNCCNC>[Cu]I.O.C1(C)C=CC=CC=1>[CH3:23][C:17]1[CH:18]=[C:19]([CH3:22])[CH:20]=[CH:21][C:16]=1[N:13]1[CH2:14][CH2:15][N:10]([C:8]([C:5]2[CH:6]=[CH:7][C:2]([N:33]3[C@H:32]([CH2:34][OH:35])[CH2:31][O:30][C:29]3=[O:28])=[CH:3][C:4]=2[S:24]([CH3:27])(=[O:26])=[O:25])=[O:9])[CH2:11][CH2:12]1 |f:2.3.4|. Procedure details: To a mixture of (4-bromo-2-methanesulfonylphenyl)[4-(2,4-dimethylphenyl)piperazin-1-yl]methanone (903 mg) described in Preparation Example 9, benzoic acid (R)-2-oxooxazolidin-4-ylmethyl ester (442 mg), potassium carbonate (553 mg) and copper (I) iodide (76 mg) were added toluene (4 mL) and N,N′-dimethylethylenediamine (100 μL), and the mixture was refluxed for 8 hr. After cooling, water was added to the reaction mixture, and the mixture was extracted with chloroform. The organic layer was washed... Starting materials: CC(C)(C)OC(=O)N1CCC=C(B2OC(C)(C)C(C)(C)O2)C1, O=C([O-])[O-], Cc1ccccc1, CCO, CCOC(C)=O, CC(=O)N1CCC(c2ccc(N)c(Br)c2)CC1, [Na+], [Na+], c1ccc(P(c2ccccc2)(c2ccccc2)[Pd](P(c2ccccc2)(c2ccccc2)c2ccccc2)(P(c2ccccc2)(c2ccccc2)c2ccccc2)P(c2ccccc2)(c2ccccc2)c2ccccc2)cc1. Yields the product CC(=O)N1CCC(c2ccc(N)c(C3=CCCN(C(=O)OC(C)(C)C)C3)c2)CC1. As a reaction SMILES: [C:1]([CH3:2])([CH3:3])([CH3:4])[O:5][C:6](=[O:7])[N:8]1[CH2:9][CH2:10][CH:11]=[C:12]([B:14]2[O:15][C:16]([CH3:17])([CH3:18])[C:19]([CH3:20])([CH3:21])[O:22]2)[CH2:13]1.[C:40](=[O:41])([O-:42])[O-:43].[CH3:46][c:47]1[cH:48][cH:49][cH:50][cH:51][cH:52]1.[CH3:53][CH2:54][OH:55].[CH3:56][CH2:57][O:58][C:59]([CH3:60])=[O:61].[NH2:23][c:24]1[c:25]([Br:39])[cH:26][c:27]([CH:30]2[CH2:31][CH2:32][N:33]([C:36]([CH3:37])=[O:38])[CH2:34][CH2:35]2)[cH:28][cH:29]1.[Na+:44].[Na+:45].[cH:62]1[cH:63][cH:64][c:65]([P:66]([Pd:67]([P:68]([c:69]2[cH:70][cH:71][cH:72][cH:73][cH:74]2)([c:75]2[cH:76][cH:77][cH:78][cH:79][cH:80]2)[c:81]2[cH:82][cH:83][cH:84][cH:85][cH:86]2)([P:87]([c:88]2[cH:89][cH:90][cH:91][cH:92][cH:93]2)([c:94]2[cH:95][cH:96][cH:97][cH:98][cH:99]2)[c:100]2[cH:101][cH:102][cH:103][cH:104][cH:105]2)[P:106]([c:107]2[cH:108][cH:109][cH:110][cH:111][cH:112]2)([c:113]2[cH:114][cH:115][cH:116][cH:117][cH:118]2)[c:119]2[cH:120][cH:121][cH:122][cH:123][cH:124]2)([c:125]2[cH:126][cH:127][cH:128][cH:129][cH:130]2)[c:131]2[cH:132][cH:133][cH:134][cH:135][cH:136]2)[cH:137][cH:138]1>>[C:1]([CH3:2])([CH3:3])([CH3:4])[O:5][C:6](=[O:7])[N:8]1[CH2:9][CH2:10][CH:11]=[C:12]([c:25]2[c:24]([NH2:23])[cH:29][cH:28][c:27]([CH:30]3[CH2:31][CH2:32][N:33]([C:36]([CH3:37])=[O:38])[CH2:34][CH2:35]3)[cH:26]2)[CH2:13]1. Procedure details: 1H-NMR (400 MHz, CDCl3): δ [ppm]=3.84 (s, 3H, CH3), 5.42 (d, 2J=1.0 Hz, 1H, ═CH2), 5.88 (d, 2J=1.0 Hz, 1H, ═CH2), 6.97 (d, 3J=8.5 Hz, 1H, PhH), 7.32 (m, 5H, PhH), 7.88 (d, 4J=2.3 Hz, 1H, PhH), 7.94 (dd, 3J=8.5 Hz, 4J=2.3 Hz, 1H, PhH). 13C-NMR (100 MHz, CDCl3): δ [ppm]=51.9 (CH3), 115.8 (CHarom), 117.4 (═CH2), 122.4 (Cqarom), 126.8 (2×CHarom), 127.6 (Cqarom), 128.7 (CHarom), 128.7 (2×CHarom), 131.3 (CHarom), 132.4 (CHarom), 138.8 (Cqarom), 144.3 (Cqolefin), 157.3 (Cqarom), 166.8 (COOMe). MS (EI, ... Product: COC(C1=CC(=C(C=C1)O)C(=C)C1=CC=CC=C1)=O (4-hydroxy-3-(1-phenyl-vinyl)-benzoic acid-methylester). Reactants: ( 17 ), ( 7 ), ( 37 ), C(C)OC(C1=CC(=C(C=C1)OCC1=CC=CC=C1)C(=C)C1=CC=CC=C1)=O (4-benzyloxy-3-(1-phenyl-vinyl)-benzoic acid ethylester), ( 16 ), C(C)OC(C1=CC(=C(C=C1)OCC1=CC=CC=C1)C(=C)C1=CC=CC=C1)=O (4-benzyloxy-3-(1-phenyl-vinyl)-benzoic acid ethylester), ( 20 ), ( 44 ), ( 13 ), ( 100 ), ( 22 ), COC1=C(C(=O)C2=CC=CC=C2)C=C(C=C1)C (2-methoxy-5-methyl-benzophenone), C(C)OC(C1=CC(=C(C=C1)OCC1=CC=CC=C1)C(=C)C1=CC=CC=C1)=O (4-benzyloxy-3-(1-phenyl-vinyl)-benzoic acid ethylester), C(C)OC(C1=CC(=C(C=C1)OCC1=CC=CC=C1)C(=C)C1=CC=CC=C1)=O (4-benzyloxy-3-(1-phenyl-vinyl)-benzoic acid ethylester). Reaction SMILES: COC1C=CC(C)=CC=1C(C1C=CC=CC=1)=O.[CH2:18]([O:20][C:21](=[O:44])[C:22]1[CH:27]=[CH:26][C:25]([O:28]CC2C=CC=CC=2)=[C:24]([C:36]([C:38]2[CH:43]=[CH:42][CH:41]=[CH:40][CH:39]=2)=[CH2:37])[CH:23]=1)C>>[CH3:18][O:20][C:21](=[O:44])[C:22]1[CH:27]=[CH:26][C:25]([OH:28])=[C:24]([C:36]([C:38]2[CH:39]=[CH:40][CH:41]=[CH:42][CH:43]=2)=[CH2:37])[CH:23]=1.